Dataset: the Open Reaction Database (ORD), a public repository of structured organic reaction records. Task: describe an organic reaction: reactants, conditions, products, and yield Reactants: CO, COC(=O)C12C3C4C1C1C2C3C41C(=O)OC, [Na+], [OH-], O. The product is COC(=O)C12C3C4C1C1C2C3C41C(=O)O. As a reaction SMILES: [CH3:19][OH:20].[CH3:1][O:2][C:3](=[O:4])[C:5]12[CH:6]3[CH:7]4[C:8]5([C:13](=[O:14])[O:15][CH3:16])[CH:9]3[CH:10]1[CH:11]5[CH:12]24.[Na+:18].[OH-:17].[OH2:21]>>[CH3:1][O:2][C:3](=[O:4])[C:5]12[CH:6]3[CH:7]4[C:8]5([C:13](=[O:14])[OH:15])[CH:9]3[CH:10]1[CH:11]5[CH:12]24. Reactants: CO, CCCc1c(OCc2ccc(C(OC3CCCCO3)c3ccc(F)c(-c4nn[nH]n4)c3)cc2)ccc(C(C)=O)c1O, Cc1ccc(S(=O)(=O)O)cc1. The product is CCCc1c(OCc2ccc(C(O)c3ccc(F)c(-c4nn[nH]n4)c3)cc2)ccc(C(C)=O)c1O. Reaction SMILES: [CH3:53][OH:54].[F:12][c:13]1[c:14](-[c:48]2[n:49][n:50][nH:51][n:52]2)[cH:15][c:16]([CH:19]([c:20]2[cH:21][cH:22][c:23]([CH2:24][O:25][c:26]3[c:27]([CH2:36][CH2:37][CH3:38])[c:28]([OH:35])[c:29]([C:32]([CH3:33])=[O:34])[cH:30][cH:31]3)[cH:39][cH:40]2)[O:41][CH:42]2[CH2:43][CH2:44][CH2:45][CH2:46][O:47]2)[cH:17][cH:18]1.[c:1]1([CH3:2])[cH:3][cH:4][c:5]([S:6]([OH:7])(=[O:8])=[O:9])[cH:10][cH:11]1>>[F:12][c:13]1[c:14](-[c:48]2[n:49][n:50][nH:51][n:52]2)[cH:15][c:16]([CH:19]([c:20]2[cH:21][cH:22][c:23]([CH2:24][O:25][c:26]3[c:27]([CH2:36][CH2:37][CH3:38])[c:28]([OH:35])[c:29]([C:32]([CH3:33])=[O:34])[cH:30][cH:31]3)[cH:39][cH:40]2)[OH:41])[cH:17][cH:18]1. Reactants: C(C1=CC=CC=C1)OCCC[C@@H](C1=NC2=C(N1)C=CC(=C2)C(C)(C)C)NC(OC(C)(C)C)=O (tert-butyl [(1S)-4-(benzyloxy)-1-(5-tert-butyl-1H-benzimidazol-2-yl)butyl]carbamate). Reagents/catalysts: [Pd] (Pd/C). The solvent is CCOC(=O)C (EtOAc). Conditions: time 48 hour. Product: N[C@@H](CCCO)C1=NC2=C(N1)C=CC(=C2)C(C)(C)C ((4S)-4-Amino-4(5-tert-butyl-1H-benzimidazol-2-yl)butan-1-ol). Isolated yield 16.8%. RXN SMILES: C([O:8][CH2:9][CH2:10][CH2:11][C@H:12]([NH:26]C(=O)OC(C)(C)C)[C:13]1[NH:17][C:16]2[CH:18]=[CH:19][C:20]([C:22]([CH3:25])([CH3:24])[CH3:23])=[CH:21][C:15]=2[N:14]=1)C1C=CC=CC=1>CCOC(C)=O.[Pd]>[NH2:26][C@H:12]([C:13]1[NH:17][C:16]2[CH:18]=[CH:19][C:20]([C:22]([CH3:25])([CH3:24])[CH3:23])=[CH:21][C:15]=2[N:14]=1)[CH2:11][CH2:10][CH2:9][OH:8]. Procedure: Wet 5% Pd/C (150 mg) was added to a solution of tert-butyl [(1S)-4-(benzyloxy)-1-(5-tert-butyl-1H-benzimidazol-2-yl)butyl]carbamate (Preparation 35, 390 mg, 0.864) in EtOAc (150 mL) and stirred for 48 hours at room temperature under an H2 balloon pressure. The reaction was filtered through celite and the filtrate concentrated in vacuo. The residue was purified by silica gel column chromatography eluting with 30-40% EtOAc in petroleum ether. The resulting solid was suspended in dioxane (4 mL) and... Reactants: CCN=C=NCCCN(C)C, CCN(C(C)C)C(C)C, ClCCl, Cl, Cl, O=C(O)CC(F)(F)F, C[Si](C)(C)CCOCn1ccc2nc(NC(=O)NC3CCCNC3)cnc21. Product: C[Si](C)(C)CCOCn1ccc2nc(NC(=O)NC3CCCN(C(=O)CC(F)(F)F)C3)cnc21. As a reaction SMILES: [CH3:47][CH2:48][N:49]=[C:50]=[N:51][CH2:52][CH2:53][CH2:54][N:55]([CH3:56])[CH3:57].[CH:1]([N:2]([CH2:3][CH3:4])[CH:5]([CH3:6])[CH3:7])([CH3:8])[CH3:9].[Cl:58][CH2:59][Cl:60].[ClH:10].[ClH:11].[F:39][C:40]([CH2:41][C:42](=[O:43])[OH:44])([F:45])[F:46].[NH:12]1[CH2:13][CH:14]([NH:18][C:19](=[O:20])[NH:21][c:22]2[n:23][c:24]3[c:25]([n:26][cH:27]2)[n:28]([CH2:31][O:32][CH2:33][CH2:34][Si:35]([CH3:36])([CH3:37])[CH3:38])[cH:29][cH:30]3)[CH2:15][CH2:16][CH2:17]1>>[N:12]1([C:42]([CH2:41][C:40]([F:39])([F:45])[F:46])=[O:43])[CH2:13][CH:14]([NH:18][C:19](=[O:20])[NH:21][c:22]2[n:23][c:24]3[c:25]([n:26][cH:27]2)[n:28]([CH2:31][O:32][CH2:33][CH2:34][Si:35]([CH3:36])([CH3:37])[CH3:38])[cH:29][cH:30]3)[CH2:15][CH2:16][CH2:17]1.